The task is: describe an organic reaction: reactants, conditions, products, and yield. This data is from the Open Reaction Database (ORD), a public repository of structured organic reaction records. Starting materials: S(=O)(Cl)Cl (Thionyl chloride), [N+](=O)([O-])C=1C=C2C=C(NC2=CC1)C(=O)O (5-nitro-1H-indole-2-carboxylic acid), final suspension, [Cl-].[Cl-].[Ca+2] (CaCl2), residue, C(=O)(O)[O-].[Na+] (NaHCO3), COC(CN)OC (2,2-dimethoxy-ethylamine). Run in O1CCOCC1 (dioxane), O1CCOCC1.O (dioxane water). Run at temperature 25 celsius, time 2 hour. Yields the product COC(CNC(=O)C=1NC2=CC=C(C=C2C1)[N+](=O)[O-])OC (5-nitro-1H-indole-2-carboxylic acid (2,2-dimethoxy-ethyl)-amide). As a reaction SMILES: S(Cl)(Cl)=O.[N+:5]([C:8]1[CH:9]=[C:10]2[C:14](=[CH:15][CH:16]=1)[NH:13][C:12]([C:17]([OH:19])=O)=[CH:11]2)([O-:7])=[O:6].[Cl-].[Cl-].[Ca+2].C([O-])(O)=O.[Na+].[CH3:28][O:29][CH:30]([O:33][CH3:34])[CH2:31][NH2:32]>O1CCOCC1.O1CCOCC1.O>[CH3:28][O:29][CH:30]([O:33][CH3:34])[CH2:31][NH:32][C:17]([C:12]1[NH:13][C:14]2[C:10]([CH:11]=1)=[CH:9][C:8]([N+:5]([O-:7])=[O:6])=[CH:16][CH:15]=2)=[O:19] |f:2.3.4,5.6,9.10|. Procedure: Thionyl chloride (8 ml, 110 mmol, 5 eq.) was added to a suspension of the compound of formula (III) (4.53 g, 22 mmol, 1 eq.) in dry dioxane (50 ml). The final suspension was refluxed in dry atmosphere (CaCl2 valve) for 2 h, and the reaction turned to a light brown solution while proceeding. The reaction was cooled to 25° C. and organic volatiles were removed under reduced pressure, then dry toluene (25 ml) was added and removed under vacuum, this operation was repeated twice. The brown residue (... Yields the product C(C)(C)(C)OC(=O)N1CC2=CC=C(C=C2C1)OCCOC (5-(2-Methoxy-ethoxy)-1,3-dihydro-isoindole-2-carboxylic acid tert-butyl ester). The reactants are C(C)(C)(C)OC(=O)N1CC2=CC=C(C=C2C1)I (5-iodo-1,3-dihydro-isoindole-2-carboxylic acid tert-butyl ester), COCCO (2-methoxyethanol). Procedure details: Prepared in analogy to Example A6(a) from 5-iodo-1,3-dihydro-isoindole-2-carboxylic acid tert-butyl ester and 2-methoxyethanol. White solid. MS (m/e): 237.9 ([M+H−Me2C═CH2]+, 100%) Reaction SMILES: [C:1]([O:5][C:6]([N:8]1[CH2:16][C:15]2[C:10](=[CH:11][CH:12]=[C:13](I)[CH:14]=2)[CH2:9]1)=[O:7])([CH3:4])([CH3:3])[CH3:2].[CH3:18][O:19][CH2:20][CH2:21][OH:22]>>[C:1]([O:5][C:6]([N:8]1[CH2:16][C:15]2[C:10](=[CH:11][CH:12]=[C:13]([O:22][CH2:21][CH2:20][O:19][CH3:18])[CH:14]=2)[CH2:9]1)=[O:7])([CH3:4])([CH3:3])[CH3:2].